The task is: describe an organic reaction: reactants, conditions, products, and yield. This data is from the Open Reaction Database (ORD), a public repository of structured organic reaction records. Reactants: C(CCNC([C@@H](O)C(C)(C)CO)=O)(=O)O (D-pantothenic acid), S(O)(O)(=O)=O (sulfuric acid). Yields the product C(CCNC([C@H](O)C(C)(C)CO)=O)(=O)O (pantothenic acid). Reaction SMILES: [C:1]([OH:15])(=[O:14])[CH2:2][CH2:3][NH:4][C:5](=[O:13])[C@H:6]([C:8]([CH2:11][OH:12])([CH3:10])[CH3:9])[OH:7].S(=O)(=O)(O)O>>[C:1]([OH:15])(=[O:14])[CH2:2][CH2:3][NH:4][C:5](=[O:13])[C@@H:6]([C:8]([CH2:11][OH:12])([CH3:10])[CH3:9])[OH:7]. Reported procedure: D-pantothenic acid was quantified by high performance liquid chromatography [column: Shimadzu SCR101H (7.9 mm dia.×30 cm); mobile phase: 0.008N sulfuric acid; flow rate: 0.8 ml/min; detector: differential refractometer] and/or microbial bioassay [indicator strain: Lactobacillus plantatum IFO 3070; medium: commercially available pantothenic acid assay medium (produced by DIFCO)]. Quantitative determination and optical purity determination of pantoic acid were conducted by high performance liquid ... The reactants are NC=1C=C(C(=O)NC2=CC=C(C=C2)C(C)(C)C)C=CC1N (3,4-diamino-N-(4-tert-butylphenyl)-benzamide), C(C)OP(OCC)(=O)C\C=C\C1=CC(=C(C(=C1)C)C=O)C ([(E)-3-(4-formyl-3,5-dimethylphenyl)-allyl]-phosphonic acid diethyl ester). Product: C(C)(C)(C)C1=CC=C(C=C1)NC(=O)C=1C=CC2=C(NC(=N2)C2=C(C=C(C=C2C)CCCP(O)(O)=O)C)C1 ((3-{4-[6-(4-tert-Butyl-phenylcarbamoyl)-1H-benzoimidazol-2-yl]-3,5-dimethyl-phenyl}-propyl)-phosphonic acid). RXN SMILES: [NH2:1][C:2]1[CH:3]=[C:4]([CH:18]=[CH:19][C:20]=1[NH2:21])[C:5]([NH:7][C:8]1[CH:13]=[CH:12][C:11]([C:14]([CH3:17])([CH3:16])[CH3:15])=[CH:10][CH:9]=1)=[O:6].C([O:24][P:25]([CH2:30]/[CH:31]=[CH:32]/[C:33]1[CH:38]=[C:37]([CH3:39])[C:36]([CH:40]=O)=[C:35]([CH3:42])[CH:34]=1)(=[O:29])[O:26]CC)C>>[C:14]([C:11]1[CH:12]=[CH:13][C:8]([NH:7][C:5]([C:4]2[CH:18]=[CH:19][C:20]3[N:21]=[C:40]([C:36]4[C:35]([CH3:42])=[CH:34][C:33]([CH2:32][CH2:31][CH2:30][P:25](=[O:24])([OH:29])[OH:26])=[CH:38][C:37]=4[CH3:39])[NH:1][C:2]=3[CH:3]=2)=[O:6])=[CH:9][CH:10]=1)([CH3:17])([CH3:16])[CH3:15]. Procedure details: The title compound was prepared from 3,4-diamino-N-(4-tert-butylphenyl)-benzamide (from Example 6-26) and [(E)-3-(4-formyl-3,5-dimethylphenyl)-allyl]-phosphonic acid diethyl ester analogous to Example 6-32. 1H NMR (Methanol-d4, 400 MHz): δ 8.25 (dd, 1H), 7.92 (dd, 1H), 7.72 (dd, 1H), 7.63 (m, 2H), 7.42 (m, 2H), 7.06 (s, 2H), 2.73 (t, 2H), 2.14 (s, 6H), 1.95 (m, 2H), 1.69 (m, 2H), 1.33 (s, 9H). MS (m/z) 520.2 (M+1); Retention time: 1.19 min (Method 10). The reactants are hydrochloride salt, N1CCC(CC1)N1C(CCC2=CC=CC=C12)=O (3,4-dihydro-1-(4-piperidyl)-2(1H)-quinolinone), BrCCCCN1S(C2=C(C1=O)C=CC=C2)(=O)=O (2-(4-bromobutyl)-1,1-dioxido-1,2-benzothiazol-3(2H)-one). Yields the product O=S1(N(C(C2=C1C=CC=C2)=O)CCCCN2CCC(CC2)N2C(CCC1=CC=CC=C21)=O)=O (1,1-dioxido-2-(4-(4-(3,4-dihydro-2-oxo-(1H)-quinolin-1-yl)-piperidin-1-yl)-butyl)-1,2-benzisothiazol-3(2H)-one). As a reaction SMILES: [NH:1]1[CH2:6][CH2:5][CH:4]([N:7]2[C:16]3[C:11](=[CH:12][CH:13]=[CH:14][CH:15]=3)[CH2:10][CH2:9][C:8]2=[O:17])[CH2:3][CH2:2]1.Br[CH2:19][CH2:20][CH2:21][CH2:22][N:23]1[C:27](=[O:28])[C:26]2[CH:29]=[CH:30][CH:31]=[CH:32][C:25]=2[S:24]1(=[O:34])=[O:33]>>[O:33]=[S:24]1(=[O:34])[C:25]2[CH:32]=[CH:31][CH:30]=[CH:29][C:26]=2[C:27](=[O:28])[N:23]1[CH2:22][CH2:21][CH2:20][CH2:19][N:1]1[CH2:6][CH2:5][CH:4]([N:7]2[C:16]3[C:11](=[CH:12][CH:13]=[CH:14][CH:15]=3)[CH2:10][CH2:9][C:8]2=[O:17])[CH2:3][CH2:2]1. Procedure: From the hydrochloride salt of 3,4-dihydro-1-(4-piperidyl)-2(1H)-quinolinone prepared according to H. Ogawa et. al. J. Med. Chem. 1993, 36, 2011-2017, and 2-(4-bromobutyl)-1,1-dioxido-1,2-benzothiazol-3(2H)-one using the procedure described for Example 15, Step 5 there was obtained 1,1-dioxido-2-(4-(4-(3,4-dihydro-2-oxo-(1H)-quinolin-1-yl)-piperidin-1-yl)-butyl)-1,2-benzisothiazol-3(2H)-one as a white solid: 1H NMR (300 MHz, CDCl3) 8.07 (dd, J=6.5, 2.3 Hz, 1H), 7.92 (t, J=6.73 Hz, 1H), 7.84 (m, ... Yields the product COC(=O)C1(CC(CC1)CCC)C (1-Methoxycarbonyl-1-methyl-3-propylcyclopentane). Run in O1CCCC1 (tetrahydrofuran), O1CCCC1 (tetrahydrofuran). Reported procedure: Under an atmosphere of nitrogen, 3 ml. of a 1.4M solution of n-butyllithium in n-hexane were added to a solution of 0.643 ml. of diisopropylamine in 3 ml. of dry tetrahydrofuran at -78° C., and the solution was stirred at that temperature for 15 minutes. To the lithium diisopropylamide solution thus obtained was added dropwise a solution of 300 mg. of 1-methoxycarbonyl-3-propylcyclopentane in 5 ml. of dry tetrahydrofuran and the mixture was stirred at -78° C. for 30 minutes. To the solution was ... Starting materials: COC(=O)C1CC(CC1)CCC (1-methoxycarbonyl-3-propylcyclopentane), CI (methyl iodide). Reaction SMILES: [CH3:1][O:2][C:3]([CH:5]1[CH2:9][CH2:8][CH:7]([CH2:10][CH2:11][CH3:12])[CH2:6]1)=[O:4].[CH3:13]I>O1CCCC1>[CH3:1][O:2][C:3]([C:5]1([CH3:13])[CH2:9][CH2:8][CH:7]([CH2:10][CH2:11][CH3:12])[CH2:6]1)=[O:4]. Starting materials: CC(=O)O, Oc1cccc(OC(F)(F)F)c1, [K+], [OH-], O=C(CCl)NCO, O=S(=O)(O)O. The product is O=C(CCl)NCc1ccc(OC(F)(F)F)cc1O. Reaction SMILES: [CH3:27][C:28](=[O:29])[OH:30].[F:1][C:2]([O:3][c:4]1[cH:5][c:6]([OH:10])[cH:7][cH:8][cH:9]1)([F:11])[F:12].[K+:26].[OH-:25].[OH:18][CH2:19][NH:20][C:21]([CH2:22][Cl:23])=[O:24].[S:13](=[O:14])(=[O:15])([OH:16])[OH:17]>>[F:1][C:2]([O:3][c:4]1[cH:5][c:6]([OH:10])[c:7]([CH2:19][NH:20][C:21]([CH2:22][Cl:23])=[O:24])[cH:8][cH:9]1)([F:11])[F:12].